From a dataset of the Open Reaction Database (ORD), a public repository of structured organic reaction records. describe an organic reaction: reactants, conditions, products, and yield The reactants are OBO, Fc1ccccc1, CCOC(=O)C=C(C)c1ccc(I)cc1. The product is CCOC(=O)C=C(C)c1ccc(-c2ccc(F)cc2)cc1. As a reaction SMILES: [BH:16]([OH:17])[OH:18].[F:19][c:20]1[cH:21][cH:22][cH:23][cH:24][cH:25]1.[I:1][c:2]1[cH:3][cH:4][c:5]([C:8](=[CH:9][C:10](=[O:11])[O:12][CH2:13][CH3:14])[CH3:15])[cH:6][cH:7]1>>[c:2]1(-[c:23]2[cH:22][cH:21][c:20]([F:19])[cH:25][cH:24]2)[cH:3][cH:4][c:5]([C:8](=[CH:9][C:10](=[O:11])[O:12][CH2:13][CH3:14])[CH3:15])[cH:6][cH:7]1. Starting materials: CC=1SC=CC1 (2-methyl-thiophene), P(Cl)(Cl)(Cl)(Cl)Cl (phosphorus pentachloride), ClS(=O)(=O)O (chlorosulfonic acid), C(C)C1=C(SC=C1)C (3-ethyl-2-methyl-thiophene), S(=O)(=O)(O)Cl (sulfochloride), C(C)(C)(C)N (tert.butylamine), C(CCC)[Li] (n-butyl-lithium), C(=O)=O (carbon dioxide), CC1=CC(=C(S1)S(NC(C)(C)C)(=O)=O)C(=O)O (5-methyl-2-(N-tert.butyl) sulfamoyl-thiophene-3-carboxylic acid). Product: C(C)C=1C(=C(SC1C)S(NC(C)(C)C)(=O)=O)C(=O)O (4-ethyl-5-methyl-2-(N-tert.butyl) sulfamoyl-thiophene-3-carboxylic acid). As a reaction SMILES: [CH2:1]([C:3]1[CH:7]=[CH:6][S:5][C:4]=1[CH3:8])[CH3:2].CC1SC=CC=1.P(Cl)(Cl)(Cl)(Cl)Cl.ClS(O)(=O)=O.C(N)(C)(C)C.C([Li])CCC.[C:36](=[O:38])=[O:37].CC1SC([S:45](=[O:52])(=[O:51])[NH:46][C:47]([CH3:50])([CH3:49])[CH3:48])=C(C(O)=O)C=1>>[CH2:1]([C:3]1[C:7]([C:36]([OH:38])=[O:37])=[C:6]([S:45](=[O:52])(=[O:51])[NH:46][C:47]([CH3:50])([CH3:49])[CH3:48])[S:5][C:4]=1[CH3:8])[CH3:2]. Procedure: 3-ethyl-2-methyl-thiophene [W. Steinkopf, A. Merckoll and H. Straunch, Liebigs Ann. Chem. 545,45 (1940)] was reacted, analogous to 2-methyl-thiophene (see Example 5) with phosphorus pentachloride and chlorosulfonic acid, and the resulting sulfochloride was treated with tert.butylamine. By metalizing with n-butyl-lithium and carboxylating with carbon dioxide, also in analogy to the preparation of 5-methyl-2-(N-tert.butyl) sulfamoyl-thiophene-3-carboxylic acid, 4-ethyl-5-methyl-2-(N-tert.butyl) su... Starting materials: [Br-], CCC([Zn+])CC, C1CCOC1, Cc1cc(C(=O)OC(C)C)cc(Cl)n1, C1COCCO1. The product is CCC(CC)c1cc(C(=O)OC(C)C)cc(C)n1. Reaction SMILES: [Br-:15].[CH2:16]([CH3:17])[CH:18]([CH2:19][CH3:20])[Zn+:21].[CH2:22]1[O:23][CH2:24][CH2:25][CH2:26]1.[CH:1]([CH3:2])([CH3:3])[O:4][C:5]([c:6]1[cH:7][c:8]([Cl:13])[n:9][c:10]([CH3:12])[cH:11]1)=[O:14].[O:27]1[CH2:28][CH2:29][O:30][CH2:31][CH2:32]1>>[CH:1]([CH3:2])([CH3:3])[O:4][C:5]([c:6]1[cH:7][c:8]([CH:18]([CH2:16][CH3:17])[CH2:19][CH3:20])[n:9][c:10]([CH3:12])[cH:11]1)=[O:14]. Reactants: 188.6, ClC1=NC(=CC=C1[N+](=O)[O-])OC (2-chloro-6-methoxy-3-nitropyridine), NC1=C(C=CC=C1)O (o-aminophenol). The solvent is CO (methanol). Yields the product OC1=C(C=CC=C1)NC1=NC(=CC=C1[N+](=O)[O-])OC (2-(2-hydroxyphenylamino)-6-methoxy-3-nitropyridine). The yield is 94.6%. As a reaction SMILES: Cl[C:2]1[C:7]([N+:8]([O-:10])=[O:9])=[CH:6][CH:5]=[C:4]([O:11][CH3:12])[N:3]=1.[NH2:13][C:14]1[CH:19]=[CH:18][CH:17]=[CH:16][C:15]=1[OH:20]>CO>[OH:20][C:15]1[CH:16]=[CH:17][CH:18]=[CH:19][C:14]=1[NH:13][C:2]1[C:7]([N+:8]([O-:10])=[O:9])=[CH:6][CH:5]=[C:4]([O:11][CH3:12])[N:3]=1. Procedure: A mixture of 188.6 (1 mole) of 2-chloro-6-methoxy-3-nitropyridine and 262 g (2.4 mole) of o-aminophenol is heated in 500 ml of methanol gradually up to reflux. After heating for a period of 2 hours, the mixture is filtered off hot by suction; the suction cake is washed with enough methanol until the filtrate runs off practically colorless and is dried. Bright red crystals with a melting point of 206°-7° C. are obtained in a yield of 94.6% of theory. Starting materials: FC1=CC=C(C=C1)N1N(C(=CC1=O)CCC1=CC=C(C=C1)F)C (2-(4-fluoro-phenyl)-5-[2-(4-fluoro-phenyl)-ethyl]-1-methyl-1,2-dihydro-pyrazol-3-one), BrN1C(CCC1=O)=O (N-bromosuccinimide). Run in [Al] (aluminium), C(Cl)Cl (methylene chloride). Run at time 24 hour. The product is BrC=1C(N(N(C1CCC1=CC=C(C=C1)F)C)C1=CC=C(C=C1)F)=O (4-bromo-2-(4-fluoro-phenyl)-5-[2-(4-fluoro-phenyl)-ethyl]-1-methyl-1,2-dihydro-pyrazol-3-one). Yield: 84.3%. Reaction SMILES: [F:1][C:2]1[CH:7]=[CH:6][C:5]([N:8]2[C:12](=[O:13])[CH:11]=[C:10]([CH2:14][CH2:15][C:16]3[CH:21]=[CH:20][C:19]([F:22])=[CH:18][CH:17]=3)[N:9]2[CH3:23])=[CH:4][CH:3]=1.[Br:24]N1C(=O)CCC1=O>C(Cl)Cl.[Al]>[Br:24][C:11]1[C:12](=[O:13])[N:8]([C:5]2[CH:4]=[CH:3][C:2]([F:1])=[CH:7][CH:6]=2)[N:9]([CH3:23])[C:10]=1[CH2:14][CH2:15][C:16]1[CH:17]=[CH:18][C:19]([F:22])=[CH:20][CH:21]=1. Procedure: To a solution of 2-(4-fluoro-phenyl)-5-[2-(4-fluoro-phenyl)-ethyl]-1-methyl-1,2-dihydro-pyrazol-3-one (0.296 g) in methylene chloride (5 mL) was added N-bromosuccinimide (0.168 g). The reaction vessel was wrapped in aluminium foil and stirred for 24 hours. The solvent was evaporated in vacuo and the residue was dissolved in EtOAc and water. The phases were separated and the aqueous phase was extracted with more EtOAc. The combined organic phases were washed with brine, dried over sodium sulfate,... Starting materials: ClC=1C=CC(=C(C1)C1=CC(N(C=C1OC)C(C(=O)O)CC)=O)OC(F)F (2-{4-[5-chloro-2-(difluoromethoxy)phenyl]-5-methoxy-2-oxopyridin-1(2H)-yl}butanoic acid), NC1=CC=C(C(=O)OC(C)(C)C)C=C1 (tert-butyl 4-aminobenzoate). Yields the product ClC=1C=CC(=C(C1)C1=CC(N(C=C1OC)C(C(=O)NC1=CC=C(C(=O)OC(C)(C)C)C=C1)CC)=O)OC(F)F (tert-Butyl 4-[(2-{4-[5-chloro-2-(difluoromethoxy)phenyl]-5-methoxy-2-oxopyridin-1(2H)-yl}butanoyl)amino]benzoate). Reaction SMILES: [Cl:1][C:2]1[CH:3]=[CH:4][C:5]([O:23][CH:24]([F:26])[F:25])=[C:6]([C:8]2[C:13]([O:14][CH3:15])=[CH:12][N:11]([CH:16]([CH2:20][CH3:21])[C:17](O)=[O:18])[C:10](=[O:22])[CH:9]=2)[CH:7]=1.[NH2:27][C:28]1[CH:40]=[CH:39][C:31]([C:32]([O:34][C:35]([CH3:38])([CH3:37])[CH3:36])=[O:33])=[CH:30][CH:29]=1>>[Cl:1][C:2]1[CH:3]=[CH:4][C:5]([O:23][CH:24]([F:26])[F:25])=[C:6]([C:8]2[C:13]([O:14][CH3:15])=[CH:12][N:11]([CH:16]([CH2:20][CH3:21])[C:17]([NH:27][C:28]3[CH:40]=[CH:39][C:31]([C:32]([O:34][C:35]([CH3:36])([CH3:37])[CH3:38])=[O:33])=[CH:30][CH:29]=3)=[O:18])[C:10](=[O:22])[CH:9]=2)[CH:7]=1. Procedure: 116 mg (0.30 mmol) of 2-{4-[5-chloro-2-(difluoromethoxy)phenyl]-5-methoxy-2-oxopyridin-1(2H)-yl}butanoic acid (racemate) and 64 mg (0.33 mmol, 1.1 eq.) of tert-butyl 4-aminobenzoate were reacted according to General Method 5A. Yield: 127 mg (75% of theory) Reactants: NCCNCCNCCNCCN (tetraethylenepentamine), CCCCCC (hexane), C1(=CC=CC=C1)C(C(=O)O)CCCCCCCCCCCCCCCC (phenylstearic acid), C1(=CC=CC=C1)C(C(=O)O)CCCCCCCCCCCCCCCC (phenylstearic acid), CCCCCC (hexane). Conditions: temperature 175 celsius, time 2 hour. Product: C1(=CC=CC=C1)CCCCCCCCCCCCCCCCCC(=O)[NH-].C1(=CC=CC=C1)CCCCCCCCCCCCCCCCCC(=O)[NH-].C1(=CC=CC=C1)CCCCCCCCCCCCCCCCCC(=O)[NH-].NCCNCCNCCNCCN (Tetraethylenepentamine Tris(phenylstearoylamide)). RXN SMILES: [NH2:1][CH2:2][CH2:3][NH:4][CH2:5][CH2:6][NH:7][CH2:8][CH2:9][NH:10][CH2:11][CH2:12][NH2:13].C1([CH:20]([CH2:24][CH2:25][CH2:26][CH2:27][CH2:28][CH2:29][CH2:30][CH2:31][CH2:32][CH2:33][CH2:34][CH2:35][CH2:36][CH2:37][CH2:38][CH3:39])[C:21](O)=[O:22])C=CC=CC=1.[CH3:40][CH2:41][CH2:42][CH2:43][CH2:44][CH3:45]>>[C:42]1([CH2:39][CH2:38][CH2:37][CH2:36][CH2:35][CH2:34][CH2:33][CH2:32][CH2:31][CH2:30][CH2:29][CH2:28][CH2:27][CH2:26][CH2:25][CH2:24][CH2:20][C:21]([NH-:1])=[O:22])[CH:41]=[CH:40][CH:45]=[CH:44][CH:43]=1.[C:42]1([CH2:39][CH2:38][CH2:37][CH2:36][CH2:35][CH2:34][CH2:33][CH2:32][CH2:31][CH2:30][CH2:29][CH2:28][CH2:27][CH2:26][CH2:25][CH2:24][CH2:20][C:21]([NH-:1])=[O:22])[CH:41]=[CH:40][CH:45]=[CH:44][CH:43]=1.[C:42]1([CH2:39][CH2:38][CH2:37][CH2:36][CH2:35][CH2:34][CH2:33][CH2:32][CH2:31][CH2:30][CH2:29][CH2:28][CH2:27][CH2:26][CH2:25][CH2:24][CH2:20][C:21]([NH-:1])=[O:22])[CH:41]=[CH:40][CH:45]=[CH:44][CH:43]=1.[NH2:13][CH2:12][CH2:11][NH:10][CH2:9][CH2:8][NH:7][CH2:6][CH2:5][NH:4][CH2:3][CH2:2][NH2:1] |f:3.4.5.6|. Procedure: Into a 300 ml reaction flask equipped with a thermometer, an agitator and an addition funnel, 6 g (0.03 mole) tetraethylenepentamine was added and heated to 70°-75° C. with agitation. From the addition funnel, 32.4 g (0.09 mole) phenylstearic acid was added over 10 minutes. To insure complete addition of phenylstearic acid, 15-20 ml hexane was added to the addition funnel and thence into the reaction mixture after hexane was allowed to evaporate away, the contents of the flask was placed under r... Starting materials: [Si](C)(C)(C(C)(C)C)OCC=1C=C(COC=2C=C(C=CC2)C2=C(C=C(C=C2)C(C(C)C)O)C)C=CC1CO[Si](C)(C)C(C)(C)C (1-{3′-[3,4-bis-(tert-butyldimethylsilanyloxymethyl)benzyloxy]-2-methylbiphenyl-4-yl}-2-methyl-1-propanol), [F-].C(CCC)[N+](CCCC)(CCCC)CCCC (tetrabutylammonium fluoride). Product: OCC=1C=C(COC=2C=C(C=CC2)C2=C(C=C(C=C2)C(C(C)C)O)C)C=CC1CO (1-[3′-(3,4-Bis-hydroxymethylbenzyloxy)-2-methylbiphenyl-4-yl]-2-methyl-1-propanol). As a reaction SMILES: [Si]([O:8][CH2:9][C:10]1[CH:11]=[C:12]([CH:33]=[CH:34][C:35]=1[CH2:36][O:37][Si](C(C)(C)C)(C)C)[CH2:13][O:14][C:15]1[CH:16]=[C:17]([C:21]2[CH:26]=[CH:25][C:24]([CH:27]([OH:31])[CH:28]([CH3:30])[CH3:29])=[CH:23][C:22]=2[CH3:32])[CH:18]=[CH:19][CH:20]=1)(C(C)(C)C)(C)C.[F-].C([N+](CCCC)(CCCC)CCCC)CCC>>[OH:8][CH2:9][C:10]1[CH:11]=[C:12]([CH:33]=[CH:34][C:35]=1[CH2:36][OH:37])[CH2:13][O:14][C:15]1[CH:16]=[C:17]([C:21]2[CH:26]=[CH:25][C:24]([CH:27]([OH:31])[CH:28]([CH3:29])[CH3:30])=[CH:23][C:22]=2[CH3:32])[CH:18]=[CH:19][CH:20]=1 |f:1.2|. Procedure details: In a manner similar to that of Example 27(g), by reaction of 1.1 g (1.7 mmol) of 1-{3′-[3,4-bis-(tert-butyldimethylsilanyloxymethyl)benzyloxy]-2-methylbiphenyl-4-yl}-2-methyl-1-propanol with 3.8 mL (3.8 mmol) of 1.0M tetrabutylammonium fluoride, the desired product is obtained in the form of a colourless oil (m=460 mg; Y=65%). Reactants: [Na+], CN1C(=O)N(C)C(c2ccc(NS(=O)(=O)c3ccccc3)cc2O)N(C)C1=O, [OH-], O, Cc1ccccc1C. Yields the product O=Cc1ccc(NS(=O)(=O)c2ccccc2)cc1O. Reaction SMILES: [Na+:30].[O:1]=[C:2]1[N:3]([CH3:5])[C:6](=[O:7])[N:8]([CH3:9])[CH:4]([c:11]2[c:12]([OH:27])[cH:13][c:14]([NH:17][S:18](=[O:19])(=[O:20])[c:21]3[cH:22][cH:23][cH:24][cH:25][cH:26]3)[cH:15][cH:16]2)[N:10]1[CH3:28].[OH-:29].[OH2:39].[c:31]1([CH3:32])[c:33]([CH3:34])[cH:35][cH:36][cH:37][cH:38]1>>[CH:4]([c:11]1[c:12]([OH:27])[cH:13][c:14]([NH:17][S:18](=[O:19])(=[O:20])[c:21]2[cH:22][cH:23][cH:24][cH:25][cH:26]2)[cH:15][cH:16]1)=[O:29].